This data is from the Open Reaction Database (ORD), a public repository of structured organic reaction records. The task is: describe an organic reaction: reactants, conditions, products, and yield Starting materials: E1, ClC1=C(C=C(C=C1)OC=1C=CC(=NC1)COC1=CC=NC(N1)=O)C(F)(F)F (6-{[(5-{[4-chloro-3-(trifluoromethyl)phenyl]oxy}-2-pyridinyl)methyl]oxy}-2(1H)-pyrimidinone), Cl.ClCC=1C=NC=CC1 (3-(chloromethyl)pyridine hydrochloride). Yields the product ClC1=C(C=C(C=C1)OC=1C=CC(=NC1)COC1=NC(N(C=C1)CC=1C=NC=CC1)=O)C(F)(F)F (4{[(5-{[4-Chloro-3-(trifluoromethyl)phenyl]oxy}-2-pyridinyl)methyl]oxy}-1-(3-pyridinylmethyl)-2(1H)-pyrimidinone). Reaction SMILES: [Cl:1][C:2]1[CH:7]=[CH:6][C:5]([O:8][C:9]2[CH:10]=[CH:11][C:12]([CH2:15][O:16][C:17]3[NH:22][C:21](=[O:23])[N:20]=[CH:19][CH:18]=3)=[N:13][CH:14]=2)=[CH:4][C:3]=1[C:24]([F:27])([F:26])[F:25].Cl.Cl[CH2:30][C:31]1[CH:32]=[N:33][CH:34]=[CH:35][CH:36]=1>>[Cl:1][C:2]1[CH:7]=[CH:6][C:5]([O:8][C:9]2[CH:10]=[CH:11][C:12]([CH2:15][O:16][C:17]3[CH:18]=[CH:19][N:20]([CH2:30][C:31]4[CH:32]=[N:33][CH:34]=[CH:35][CH:36]=4)[C:21](=[O:23])[N:22]=3)=[N:13][CH:14]=2)=[CH:4][C:3]=1[C:24]([F:25])([F:26])[F:27] |f:1.2|. Procedure details: The title compound was prepared by a procedure similar to that described for E1 starting from 6-{[(5-{[4-chloro-3-(trifluoromethyl)phenyl]oxy}-2-pyridinyl)methyl]oxy}-2(1H)-pyrimidinone and 3-(chloromethyl)pyridine hydrochloride. LC-MS (ESI): m/z 489 [M+H]+; 2.67 min (ret time). Starting materials: C(CC)(=O)C=1C(CC(CC1O)C1=C(C(=C(C(=C1C)[N+](=O)[O-])C)C(C)=O)C)=O (2-propionyl-3-hydroxy-5-[3-acetyl-5-nitro-2,4,6-trimethylphenyl]cyclohex-2-en-1-one), C[O-].[Na+] (sodium methoxide), [H][H] (hydrogen). The reagents and catalysts are [Pd] (palladium on charcoal). Solvent: CO (methanol). The product is C(CC)(=O)C=1C(CC(CC1O)C1=C(C(=C(C(=C1C)N)C)C(C)=O)C)=O (2-propionyl-3-hydroxy-5-(3-acetyl-5-amino-2,4,6-trimethylphenyl)cyclohex-2-en-1-one). Yield: 84.5%. RXN SMILES: [C:1]([C:5]1[C:6](=[O:27])[CH2:7][CH:8]([C:12]2[C:17]([CH3:18])=[C:16]([N+:19]([O-])=O)[C:15]([CH3:22])=[C:14]([C:23](=[O:25])[CH3:24])[C:13]=2[CH3:26])[CH2:9][C:10]=1[OH:11])(=[O:4])[CH2:2][CH3:3].C[O-].[Na+].[H][H]>CO.[Pd]>[C:1]([C:5]1[C:6](=[O:27])[CH2:7][CH:8]([C:12]2[C:17]([CH3:18])=[C:16]([NH2:19])[C:15]([CH3:22])=[C:14]([C:23](=[O:25])[CH3:24])[C:13]=2[CH3:26])[CH2:9][C:10]=1[OH:11])(=[O:4])[CH2:2][CH3:3] |f:1.2|. Procedure details: A stirred solution of 2-propionyl-3-hydroxy-5-[3-acetyl-5-nitro-2,4,6-trimethylphenyl]cyclohex-2-en-1-one (4.2 g, 11.3 mmol) and sodium methoxide (0.61 g, 11.3 mmol) in methanol (80 ml) was hydrogenated at atmospheric pressure over 10% palladium on charcoal (0.3 g). After uptake of hydrogen ceased the solution was neutralized and the methanol was removed under reduced pressure. The residue was partitioned between water and methylene chloride. The organic layer was washed with water, dried over a...